From a dataset of the Open Reaction Database (ORD), a public repository of structured organic reaction records. describe an organic reaction: reactants, conditions, products, and yield Starting materials: CCN=C=NCCCN(C)C, CC#N, CCOC(C)=O, CC(C)(C)OC(=O)NCCOCCN, O=C(O)c1cccnc1. The product is CC(C)(C)OC(=O)NCCOCCNC(=O)c1cccnc1. As a reaction SMILES: [CH3:24][CH2:25][N:26]=[C:27]=[N:28][CH2:29][CH2:30][CH2:31][N:32]([CH3:33])[CH3:34].[CH3:35][C:36]#[N:37].[CH3:38][CH2:39][O:40][C:41]([CH3:42])=[O:43].[NH2:1][CH2:2][CH2:3][O:4][CH2:5][CH2:6][NH:7][C:8]([O:9][C:10]([CH3:11])([CH3:12])[CH3:13])=[O:14].[OH:15][C:16](=[O:17])[c:18]1[cH:19][cH:20][cH:21][n:22][cH:23]1>>[NH:1]([CH2:2][CH2:3][O:4][CH2:5][CH2:6][NH:7][C:8]([O:9][C:10]([CH3:11])([CH3:12])[CH3:13])=[O:14])[C:16](=[O:15])[c:18]1[cH:19][cH:20][cH:21][n:22][cH:23]1. The reactants are CC1=C[N+](=CC2=CC=CC=C12)[O-] (4-methylisoquinoline 2-oxide), O=P(Cl)(Cl)Cl (POCl3). Product: ClC1=NC=C(C2=CC=CC=C12)C (1-chloro-4-methylisoquinoline). Yield: 18.8%. Reaction SMILES: [CH3:1][C:2]1[C:11]2[C:6](=[CH:7][CH:8]=[CH:9][CH:10]=2)[CH:5]=[N+:4]([O-])[CH:3]=1.O=P(Cl)(Cl)[Cl:15]>>[Cl:15][C:5]1[C:6]2[C:11](=[CH:10][CH:9]=[CH:8][CH:7]=2)[C:2]([CH3:1])=[CH:3][N:4]=1. Reported procedure: A solution of 4-methylisoquinoline 2-oxide (0.65 g, 4.08 mmol) in POCl3 (6 ml) was refluxed for 18 h. The solvent was evaporated under reduced pressure and the residue was diluted with cold water. The aqueous solution was basified with solid sodium carbonate and extracted with ethyl acetate. The organic layer was dried over anhydrous sodium sulfate, filtered and evaporated under reduced pressure to get crude compound. The crude compound was purified by silica gel chromatography (10% ethyl acetat... Starting materials: [O-]C#N.[Na+] (sodium cyanate), C1(=CC=CC=C1)NN (phenylhydrazine), C(C)(OC)(OC)OC (trimethyl orthoacetate), ice water, C1(=CC=CC=C1)NN=C(C)OC (N--phenyl--N'--(1-methoxyethylidene) hydrazine). Solvent: C(C)(=O)O (acetic acid), CO (methanol), C(C)(=O)O (acetic acid), O (water), O (water). Reaction conditions: time 18 hour. Yields the product CC1=NN(C(N1)=O)C1=CC=CC=C1 (4,5-dihydro-3-methyl-l-phenyl-1,2,4-triazol-5(1H)-one). Isolated yield 75.9%. Reaction SMILES: C1(NN)C=CC=CC=1.C(OC)(OC)(OC)C.[C:17]1([NH:23][N:24]=[C:25](OC)[CH3:26])[CH:22]=[CH:21][CH:20]=[CH:19][CH:18]=1.[O-:29][C:30]#[N:31].[Na+]>CO.O.C(O)(=O)C>[CH3:26][C:25]1[NH:31][C:30](=[O:29])[N:23]([C:17]2[CH:18]=[CH:19][CH:20]=[CH:21][CH:22]=2)[N:24]=1 |f:3.4|. Procedure details: A stirred solution of 2.0 grams (0.019 mole) of phenylhydrazine and 11.1 grams (0.092 mole-5 eq.) of trimethyl orthoacetate (TMOA) in 20 mL of methanol was heated at reflux for about six hours. The reaction mixture was then allowed to cool to ambient temperature where it stirred for about 18 hours. The reaction mixture was again warmed to reflux where it stirred for another six hours, until the reaction to the intermediate N--phenyl--N'--(1-methoxyethylidene) hydrazine was complete. The progress...